This data is from the Open Reaction Database (ORD), a public repository of structured organic reaction records. The task is: describe an organic reaction: reactants, conditions, products, and yield The reactants are NC1=CC=CC=C1 (aniline), NC(=O)N (urea), C12CN(CC(CC1)O2)C2=C1C(=NC(=N2)C2=CC=C(C=C2)NC(=O)NCC)N(N=C1)C1CCN(CC1)C(=O)OCC (ethyl 4-(4-(8-oxa-3-azabicyclo[3.2.1]octan-3-yl)-6-(4-(3-ethylureido)phenyl)-1H-pyrazolo[3,4-d]pyrimidin-1-yl)piperidine-1-carboxylate), NC1=CC=NC=C1 (4-aminopyridine). The product is C12COCC(CC1)N2C2=C1C(=NC(=N2)C2=CC=C(C=C2)NC(=O)NC2=CC=NC=C2)N(N=C1)CC (1-(4-(4-(3-oxa-8-azabicyclo[3.2.1]octan-8-yl)-1-ethyl-1H-pyrazolo[3,4-d]pyrimidin-6-yl)phenyl)-3-(pyridin-4-yl)urea). Reaction SMILES: NC(N)=O.[CH:5]12[O:12][CH:9](CC1)[CH2:8][N:7]([C:13]1[N:18]=[C:17]([C:19]3[CH:24]=[CH:23][C:22]([NH:25][C:26](NCC)=[O:27])=[CH:21][CH:20]=3)[N:16]=[C:15]3[N:31]([CH:34]4CCN(C(OCC)=O)C[CH2:35]4)[N:32]=[CH:33][C:14]=13)[CH2:6]2.[NH2:45][C:46]1[CH:51]=[CH:50][N:49]=[CH:48][CH:47]=1.N[C:53]1C=CC=C[CH:54]=1>>[CH:8]12[N:7]([C:13]3[N:18]=[C:17]([C:19]4[CH:20]=[CH:21][C:22]([NH:25][C:26]([NH:45][C:46]5[CH:51]=[CH:50][N:49]=[CH:48][CH:47]=5)=[O:27])=[CH:23][CH:24]=4)[N:16]=[C:15]4[N:31]([CH2:34][CH3:35])[N:32]=[CH:33][C:14]=34)[CH:6]([CH2:53][CH2:54]1)[CH2:5][O:12][CH2:9]2. Reported procedure: A urea formation procedure similar to that used for the synthesis of ethyl 4-(4-(8-oxa-3-azabicyclo[3.2.1]octan-3-yl)-6-(4-(3-ethylureido)phenyl)-1H-pyrazolo[3,4-d]pyrimidin-1-yl)piperidine-1-carboxylate is used, utilizing 4-aminopyridine as the aniline component. (15%, MS=471.4 (M+H)) RXN SMILES: [Br:68][N:69]1[C:70](=[O:71])[CH2:72][CH2:73][C:74]1=[O:75].[Cl:76][CH2:77][Cl:78].[F:34][c:35]1[c:36]([NH2:37])[cH:38][cH:39][c:40]([I:42])[cH:41]1.[c:43]1([P:44]([c:45]2[cH:46][cH:47][cH:48][cH:49][cH:50]2)[c:51]2[cH:52][cH:53][cH:54][cH:55][cH:56]2)[cH:57][cH:58][cH:59][cH:60][cH:61]1.[cH:1]1[cH:2][cH:3][cH:4][c:5]2[c:13]1[CH:12]([CH2:14][O:15][C:16](=[O:17])[NH:18][CH:19]([C:20](=[O:21])[OH:22])[CH2:23][c:24]1[cH:25][c:26]3[cH:27][cH:28][cH:29][cH:30][c:31]3[cH:32][cH:33]1)[c:11]1[c:6]-2[cH:7][cH:8][cH:9][cH:10]1.[cH:62]1[cH:63][cH:64][n:65][cH:66][cH:67]1>>[cH:1]1[cH:2][cH:3][cH:4][c:5]2[c:13]1[CH:12]([CH2:14][O:15][C:16](=[O:17])[NH:18][CH:19]([C:20](=[O:21])[NH:37][c:36]1[c:35]([F:34])[cH:41][c:40]([I:42])[cH:39][cH:38]1)[CH2:23][c:24]1[cH:25][c:26]3[cH:27][cH:28][cH:29][cH:30][c:31]3[cH:32][cH:33]1)[c:11]1[c:6]-2[cH:7][cH:8][cH:9][cH:10]1. The reactants are O=C1CCC(=O)N1Br, ClCCl, Nc1ccc(I)cc1F, c1ccc(P(c2ccccc2)c2ccccc2)cc1, O=C(NC(Cc1ccc2ccccc2c1)C(=O)O)OCC1c2ccccc2-c2ccccc21, c1ccncc1. Product: O=C(NC(Cc1ccc2ccccc2c1)C(=O)Nc1ccc(I)cc1F)OCC1c2ccccc2-c2ccccc21. Starting materials: COC(C(=CC(N(C)CC1=CC=C(C=C1)F)=O)O)=O (3-[(4-Fluoro-benzyl)-methyl-carbamoyl]-2-hydroxy-acrylic acid methyl ester), C=O (paraformaldehyde), FC1=CC=C(C=C1)CCN (2-(4-fluoro-phenyl)-ethylamine), FC1=CC=C(CN(C(=O)C=2CN(C(C2O)=O)C)C)C=C1 (4-Hydroxy-1-methyl-5-oxo-2,5-dihydro-1H-pyrrole-3-carboxylic acid (4-fluoro-benzyl)-methyl amide). Product: FC1=CC=C(CN(C(=O)C=2CN(C(C2O)=O)CCC2=CC=C(C=C2)F)C)C=C1 (1-[2-(4-Fluoro-phenyl)-ethyl]-4-hydroxy-5-oxo-2,5-dihydro-1H-pyrrole-3-carboxylic acid (4-fluoro-benzyl)-methyl amide). RXN SMILES: COC(=O)C(O)=CC(=O)N(CC1C=CC(F)=CC=1)C.C=O.[F:22][C:23]1[CH:28]=[CH:27][C:26]([CH2:29][CH2:30][NH2:31])=[CH:25][CH:24]=1.[F:32][C:33]1[CH:51]=[CH:50][C:36]([CH2:37][N:38]([CH3:49])[C:39]([C:41]2[CH2:42]N(C)[C:44](=[O:47])[C:45]=2[OH:46])=[O:40])=[CH:35][CH:34]=1>>[F:32][C:33]1[CH:51]=[CH:50][C:36]([CH2:37][N:38]([CH3:49])[C:39]([C:41]2[CH2:42][N:31]([CH2:30][CH2:29][C:26]3[CH:27]=[CH:28][C:23]([F:22])=[CH:24][CH:25]=3)[C:44](=[O:47])[C:45]=2[OH:46])=[O:40])=[CH:35][CH:34]=1. Procedure details: 3-[(4-Fluoro-benzyl)-methyl-carbamoyl]-2-hydroxy-acrylic acid methyl ester (Compound 1-D) was treated with paraformaldehyde and 2-(4-fluoro-phenyl)-ethylamine as described in the preparation of Compound 1. (HRMS (M−H) calcd for C21H19F2N2O3: 385.1364. found: 385.1377. 1H NMR (500 MHz, CDCl3) δ: 2.90 (t, 2, J=7), 2.95 (s, 3), 3.71 (t, 2, J=7), 3.95 (s, 2), 4.57 (s, 2), 6.95–7.26 (overlapping m, 8). 13C NMR (125 MHz, CDCl3) δ: 33.74, 34.48, 44.70, 49.41, 51.47, 108.82, 115.49, 115.66, 115.71, 115....